This data is from the Open Reaction Database (ORD), a public repository of structured organic reaction records. The task is: describe an organic reaction: reactants, conditions, products, and yield Starting materials: CC(=CC[C@H](C1=CC(=O)C=2C(=CC=C(C2C1=O)O)O)O)C (shikonin), C1(CCCCC1)N=C=NC1CCCCC1 (dicyclohexylcarbodiimide), C(C(C)C)(=O)O (isobutanoic acid). Reagents/catalysts: CN(C1=CC=NC=C1)C (4-dimethylaminopyridine). Run in ClCCl (dichloromethane). Reaction conditions: time 30 minute. Yields the product C(C(C)C)(=O)OC(CC=C(C)C)C=1C(C2=C(C=CC(=C2C(C1)=O)O)O)=O (2-(1-isobutanoyloxy-4-methyl-3-pentenyl)-5,8-dihydroxy-1,4-naphthoquinone). Isolated yield 44.9%. Reaction SMILES: [CH3:1][C:2]([CH3:21])=[CH:3][CH2:4][C@@H:5]([OH:20])[C:6]1[C:16](=[O:17])[C:15]2[C:14]([OH:18])=[CH:13][CH:12]=[C:11]([OH:19])[C:10]=2[C:8](=[O:9])[CH:7]=1.C1(N=C=NC2CCCCC2)CCCCC1.[C:37](O)(=[O:41])[CH:38]([CH3:40])[CH3:39]>CN(C)C1C=CN=CC=1.ClCCl>[C:37]([O:20][CH:5]([C:6]1[C:16](=[O:17])[C:15]2[C:10]([C:8](=[O:9])[CH:7]=1)=[C:11]([OH:19])[CH:12]=[CH:13][C:14]=2[OH:18])[CH2:4][CH:3]=[C:2]([CH3:21])[CH3:1])(=[O:41])[CH:38]([CH3:40])[CH3:39]. Reported procedure: 288 mg (1 mmole) of shikonin, 226 mg (1.1 mmole) of dicyclohexylcarbodiimide and 30 mg (0.25 mmole) of 4-dimethylaminopyridine were dissolved in 3 ml of dry dichloromethane. To the resulting solution was added 88 mg (1 mmole) of isobutanoic acid at 0° C. under nitrogen gas, and the mixture was stirred for 30 minutes and then at room temperature for further 3 hours. The resulting product was separated and purified according to the procedures as described in Example 1 to obtain 161 mg (Yield: 45%)...